Task: describe an organic reaction: reactants, conditions, products, and yield. Dataset: the Open Reaction Database (ORD), a public repository of structured organic reaction records Starting materials: ice water, C(C)C=1OC=CC1 (2-Ethylfuran), C(CCC)[Li] (n-Butyllithium), C(=O)=O (carbon dioxide), Cl (hydrochloric acid). Run in C(C)OCC (diethyl ether). Run at temperature -70 celsius, time 2 hour. Yields the product C(C)C1=CC=C(O1)C(=O)O (5-ethyl-2-furancarboxylic acid). RXN SMILES: [CH2:1]([C:3]1[O:4][CH:5]=[CH:6][CH:7]=1)[CH3:2].C([Li])CCC.[C:13](=[O:15])=[O:14].Cl>C(OCC)C>[CH2:1]([C:3]1[O:4][C:5]([C:13]([OH:15])=[O:14])=[CH:6][CH:7]=1)[CH3:2]. Procedure: 2-Ethylfuran (9.1 g) was dissolved in diethyl ether, and the mixture was cooled to -70° C. under nitrogen atmosphere. n-Butyllithium (1.6M in hexane, 60 ml) was slowly added dropwise. The mixture was stirred at room temperature for 2 hours, and then cooled to -70° C. The mixture was stirred for 30 minutes with introducing carbon dioxide gas, and then warmed to room temperature. The mixture was stirred at room temperature for 30 minutes, poured into ice-water, acidified with concentrated hydrochl... Reactants: O (water), COCCl (Chloromethyl methyl ether), C(C)(C)N(CC)C(C)C (diisopropylethylamine), OC1=CC=C(C=C1)C1=CC=C(C=C1)C#N (4′-hydroxy-1,1′-biphenyl-4-carbonitrile). The solvent is C(Cl)Cl (methylene chloride). Reaction conditions: time 16 hour. Product: COCOC1=CC=C(C=C1)C1=CC=C(C=C1)C#N (4′-methoxymethoxy-1,1′-biphenyl-4-carbonitrile). Yield: 78.4%. Reaction SMILES: [CH3:1][O:2][CH2:3]Cl.C(N(C(C)C)CC)(C)C.[OH:14][C:15]1[CH:20]=[CH:19][C:18]([C:21]2[CH:26]=[CH:25][C:24]([C:27]#[N:28])=[CH:23][CH:22]=2)=[CH:17][CH:16]=1.O>C(Cl)Cl>[CH3:1][O:2][CH2:3][O:14][C:15]1[CH:16]=[CH:17][C:18]([C:21]2[CH:26]=[CH:25][C:24]([C:27]#[N:28])=[CH:23][CH:22]=2)=[CH:19][CH:20]=1. Procedure details: Chloromethyl methyl ether (0.5 ml, 6.59 mmol) and diisopropylethylamine (1.44 ml, 8.24 mmol) were added to a solution of 4′-hydroxy-1,1′-biphenyl-4-carbonitrile (1.07 g, 5.49 mmol) in methylene chloride (10 ml), and the mixture was stirred at room temperature for 16 hours. After water was added to the reaction mixture and the mixture was extracted with ethyl acetate, the organic layer was washed with a saturated aqueous NaCl solution and dried with anhydrous sodium sulfate. The residue obtained ... The reactants are CCOC(C)=O, CCCCCC, CCO, O=C[O-], [NH4+], CC(=O)N(CCc1ccc2c(c1)C(=O)c1ccccc1CO2)OCc1ccccc1. Product: CC(=O)N(O)CCc1ccc2c(c1)C(=O)c1ccccc1CO2. As a reaction SMILES: [C:41]([O:42][CH2:43][CH3:44])(=[O:45])[CH3:46].[CH3:35][CH2:36][CH2:37][CH2:38][CH2:39][CH3:40].[CH3:47][CH2:48][OH:49].[CH:31]([O-:32])=[O:33].[NH4+:34].[O:1]=[C:2]1[c:3]2[c:4]([cH:13][cH:14][c:15]([CH2:17][CH2:18][N:19]([C:20]([CH3:21])=[O:22])[O:23][CH2:24][c:25]3[cH:26][cH:27][cH:28][cH:29][cH:30]3)[cH:16]2)[O:5][CH2:6][c:7]2[c:8]1[cH:9][cH:10][cH:11][cH:12]2>>[O:1]=[C:2]1[c:3]2[c:4]([cH:13][cH:14][c:15]([CH2:17][CH2:18][N:19]([C:20]([CH3:21])=[O:22])[OH:23])[cH:16]2)[O:5][CH2:6][c:7]2[c:8]1[cH:9][cH:10][cH:11][cH:12]2. Starting materials: C1(\C=C/C(=O)O1)=O (maleic anhydride), C(=C)OC=C (divinyl ether), C1(\C=C/C(=O)O1)=O (maleic anhydride), crude product. The product is C=COC=C.C1=CC(=O)OC1=O (DIVEMA). As a reaction SMILES: [CH:1]([O:3][CH:4]=[CH2:5])=[CH2:2].[C:6]1(=[O:12])[O:11][C:9](=[O:10])[CH:8]=[CH:7]1>>[CH2:2]=[CH:1][O:3][CH:4]=[CH2:5].[CH:7]1[C:6](=[O:12])[O:11][C:9](=[O:10])[CH:8]=1 |f:2.3|. Reported procedure: Copolymerization of the divinyl ether with maleic anhydride was by the method disclosed in Butler, G. B., J. Macromol. Sci.-Chem., A5(1) 219-227 (1971), at page 222-23. The crude product contained 0.64% residual maleic anhydride. Starting materials: OO (hydrogen peroxide), C(=O)(O)CSC1=CN(C2=CC(=CC=C2C1=O)F)C (3-Carboxymethylthio-7-fluoro-1-methyl-4-quinolone). Solvent: C(C)(=O)O (acetic acid), O (water). Run at temperature 55 celsius, time 4 hour. The product is C(=O)(O)CS(=O)C1=CN(C2=CC(=CC=C2C1=O)F)C (3-Carboxymethylsulfinyl-7-fluoro-1-methyl-4-quinolone). As a reaction SMILES: [OH:1]O.[C:3]([CH2:6][S:7][C:8]1[C:17](=[O:18])[C:16]2[C:11](=[CH:12][C:13]([F:19])=[CH:14][CH:15]=2)[N:10]([CH3:20])[CH:9]=1)([OH:5])=[O:4]>C(O)(=O)C.O>[C:3]([CH2:6][S:7]([C:8]1[C:17](=[O:18])[C:16]2[C:11](=[CH:12][C:13]([F:19])=[CH:14][CH:15]=2)[N:10]([CH3:20])[CH:9]=1)=[O:1])([OH:5])=[O:4]. Procedure details: 50% hydrogen peroxide (57 ml, 33.6 mg, 0.988 mmol) was added to a solution of 3-carboxymethylthio-7-fluoro-1-methyl-4-quinolone (4) in acetic acid (3.6 ml) at 60° C. and the mixture was stirred at 55° C. for 4 h. The hot mixture was diluted with water (12 ml) and cooled to 0° C. A white solid that precipitated was filtered off and dried under high vacuum. The yield of 3-Carboxymethylsulfinyl-7-fluoro-1-methyl-4-quinolone was 185 mg (72.7%) (5).